describe an organic reaction: reactants, conditions, products, and yield From a dataset of the Open Reaction Database (ORD), a public repository of structured organic reaction records. Starting materials: COCCOC, Cl, CC(C)n1ncnc1-c1cn2c(n1)-c1cc(-c3cccnc3F)ccc1OCC2. Product: CC(C)n1ncnc1-c1cn2c(n1)-c1cc(-c3ccc[nH]c3=O)ccc1OCC2. As a reaction SMILES: [CH3:31][O:32][CH2:33][CH2:34][O:35][CH3:36].[ClH:30].[F:1][c:2]1[n:3][cH:4][cH:5][cH:6][c:7]1-[c:8]1[cH:9][cH:10][c:11]2[c:12]([cH:29]1)-[c:13]1[n:14]([cH:18][c:19](-[c:21]3[n:22][cH:23][n:24][n:25]3[CH:26]([CH3:27])[CH3:28])[n:20]1)[CH2:15][CH2:16][O:17]2>>[c:2]1(=[O:32])[nH:3][cH:4][cH:5][cH:6][c:7]1-[c:8]1[cH:9][cH:10][c:11]2[c:12]([cH:29]1)-[c:13]1[n:14]([cH:18][c:19](-[c:21]3[n:22][cH:23][n:24][n:25]3[CH:26]([CH3:27])[CH3:28])[n:20]1)[CH2:15][CH2:16][O:17]2.